Dataset: the Open Reaction Database (ORD), a public repository of structured organic reaction records. Task: describe an organic reaction: reactants, conditions, products, and yield Reactants: CCNCC, CCOC(C)=O, C#CCN(Cc1cc2c(=O)n(C)c(COS(C)(=O)=O)nc2cc1Cl)c1ccc(C(=O)OC(C)(C)C)cc1, ClCCl. Yields the product C#CCN(Cc1cc2c(=O)n(C)c(CN(CC)CC)nc2cc1Cl)c1ccc(C(=O)OC(C)(C)C)cc1. Reaction SMILES: [CH2:38]([CH3:39])[NH:40][CH2:41][CH3:42].[CH3:46][CH2:47][O:48][C:49](=[O:50])[CH3:51].[Cl:1][c:2]1[c:3]([CH2:20][N:21]([CH2:22][C:23]#[CH:24])[c:25]2[cH:26][cH:27][c:28]([C:29](=[O:30])[O:31][C:32]([CH3:33])([CH3:34])[CH3:35])[cH:36][cH:37]2)[cH:4][c:5]2[c:6](=[O:19])[n:7]([CH3:18])[c:8]([CH2:12][O:13][S:14]([CH3:15])(=[O:16])=[O:17])[n:9][c:10]2[cH:11]1.[Cl:43][CH2:44][Cl:45]>>[Cl:1][c:2]1[c:3]([CH2:20][N:21]([CH2:22][C:23]#[CH:24])[c:25]2[cH:26][cH:27][c:28]([C:29](=[O:30])[O:31][C:32]([CH3:33])([CH3:34])[CH3:35])[cH:36][cH:37]2)[cH:4][c:5]2[c:6](=[O:19])[n:7]([CH3:18])[c:8]([CH2:12][N:40]([CH2:38][CH3:39])[CH2:41][CH3:42])[n:9][c:10]2[cH:11]1. The reactants are CCN1CCCC1CN, O=[N+]([O-])c1cc(NCCN2CCOCC2)c2occc2c1. Yields the product CCN1CCCC1CNc1cc([N+](=O)[O-])cc2ccoc12. Reaction SMILES: [NH2:22][CH2:23][CH:24]1[CH2:25][CH2:26][CH2:27][N:28]1[CH2:29][CH3:30].[O:1]1[CH2:2][CH2:3][N:4]([CH2:7][CH2:8][NH:9][c:10]2[cH:11][c:12]([N+:19](=[O:20])[O-:21])[cH:13][c:14]3[cH:15][cH:16][o:17][c:18]23)[CH2:5][CH2:6]1>>[CH3:2][CH2:3][N:4]1[CH2:5][CH2:6][CH2:23][CH:7]1[CH2:8][NH:9][c:10]1[cH:11][c:12]([N+:19](=[O:20])[O-:21])[cH:13][c:14]2[cH:15][cH:16][o:17][c:18]12. Reactants: [Mg] (magnesium), COB(OC)OC (trimethoxyborane), BrC=1C=CC(=C(C=O)C1)F (5-Bromo-2-fluorobenzaldehyde), aqueous solution, C([O-])([O-])=O.[K+].[K+] (potassium carbonate), Cl (hydrochloric acid), BrC1=CC=C(OCCOCCC)C=C1 (1-p-bromophenoxy-2-propoxyethane). Reagents/catalysts: C(C)(=O)[O-].[Pd+2].C(C)(=O)[O-] (palladium (II) acetate), C1(=CC=CC=C1)P(C1=CC=CC=C1)C1=CC=CC=C1 (triphenylphosphine), [Mg] (magnesium), BrC1=CC=C(OCCOCCC)C=C1 (1-p-bromophenoxy-2-propoxyethane). The solvent is O1CCCC1 (tetrahydrofuran), O1CCCC1 (tetrahydrofuran), O1CCCC1 (tetrahydrofuran), O1CCCC1 (tetrahydrofuran), O1CCCC1 (tetrahydrofuran). Conditions: time 1 hour. The product is FC1=C(C=O)C=C(C=C1)C1=CC=C(C=C1)OCCOCCC (2-fluoro-5-(4-propoxyethoxyphenyl) benzaldehyde). Yield: 119321.9%. RXN SMILES: [Mg].Br[C:3]1[CH:15]=[CH:14][C:6]([O:7][CH2:8][CH2:9][O:10][CH2:11][CH2:12][CH3:13])=[CH:5][CH:4]=1.COB(OC)OC.Br[C:24]1[CH:25]=[CH:26][C:27]([F:32])=[C:28]([CH:31]=1)[CH:29]=[O:30].C(=O)([O-])[O-].[K+].[K+].Cl>O1CCCC1.C([O-])(=O)C.[Pd+2].C([O-])(=O)C.[Mg].BrC1C=CC(OCCOCCC)=CC=1.C1(P(C2C=CC=CC=2)C2C=CC=CC=2)C=CC=CC=1>[F:32][C:27]1[CH:26]=[CH:25][C:24]([C:3]2[CH:15]=[CH:14][C:6]([O:7][CH2:8][CH2:9][O:10][CH2:11][CH2:12][CH3:13])=[CH:5][CH:4]=2)=[CH:31][C:28]=1[CH:29]=[O:30] |f:4.5.6,9.10.11|. Reported procedure: Under an argon atmosphere, magnesium (737 mg, 30.299 mmol) was suspended in 40.5 ml of tetrahydrofuran, which was then refluxed. Under reflux, a solution of 1-p-bromophenoxy-2-propoxyethane (7.66 g, 29.56 mmol) in 13.5 ml of tetrahydrofuran was dropped and refluxed for 1.5 hours. After cooling to room temperature, the resultant sealed was stored in a refrigerator to form seeds. Under a nitrogen flow, magnesium (73.7 g, 3.0299 mol) was suspended in 4050 ml of tetrahydrofuran, which was then reflu... Procedure: In 20ml of ethanol were suspended 0.91 g of 2-chloro-3,4-diethoxycarbonyl-5-nitro-6-(4-nitrophenyl)pyridine and 1.11 g of reduced iron, and the suspension was heated to 60° C. After 4.7 ml of conc. hydrochloric acid was added, the mixture was heated under reflux for 20 minutes. After the reaction mixture was concentrated, extraction with ethyl acetate was conducted. The extract was washed with an aqueous solution of sodium hydrogencarbonate and an aqueous solution of sodium chloride consecutivel... Reactants: ClC1=NC(=C(C(=C1C(=O)OCC)C(=O)OCC)[N+](=O)[O-])C1=CC=C(C=C1)[N+](=O)[O-] (2-chloro-3,4-diethoxycarbonyl-5-nitro-6-(4-nitrophenyl)pyridine), reduced iron, Cl (hydrochloric acid). Isolated yield 74.2%. Solvent: C(C)O (ethanol). Run at temperature 60 celsius. Product: NC=1C(=NC(=C(C1C(=O)OCC)C(=O)OCC)Cl)C1=CC=C(C=C1)N (3-Amino-6-chloro-4,5-diethoxycarbonyl-2-(4-aminophenyl)pyridine). Reaction SMILES: [Cl:1][C:2]1[C:7]([C:8]([O:10][CH2:11][CH3:12])=[O:9])=[C:6]([C:13]([O:15][CH2:16][CH3:17])=[O:14])[C:5]([N+:18]([O-])=O)=[C:4]([C:21]2[CH:26]=[CH:25][C:24]([N+:27]([O-])=O)=[CH:23][CH:22]=2)[N:3]=1.Cl>C(O)C>[NH2:18][C:5]1[C:4]([C:21]2[CH:26]=[CH:25][C:24]([NH2:27])=[CH:23][CH:22]=2)=[N:3][C:2]([Cl:1])=[C:7]([C:8]([O:10][CH2:11][CH3:12])=[O:9])[C:6]=1[C:13]([O:15][CH2:16][CH3:17])=[O:14]. Starting materials: C(C)(=O)OCC (Ethyl acetate), OO (Hydrogen peroxide), FC1=C(C=CC(=C1)SC1=CC=CC=C1)NC([C@@](C(F)(F)F)(C)O)=O ((R)-N-[2-fluoro-4-(phenylthio)phenyl]-2-hydroxy-2-methyl-3,3,3-trifluoropropanamide), O (water). Run in C(C)(=O)O (acetic acid). Conditions: temperature 100 celsius. Product: FC1=C(C=CC(=C1)S(=O)(=O)C1=CC=CC=C1)NC([C@@](C(F)(F)F)(C)O)=O ((R)-N-[2-Fluoro-4-(phenylsulphonyl)phenyl]-2-hydroxy-2-methyl-3,3,3-trifluoropropanamide). As a reaction SMILES: OO.[F:3][C:4]1[CH:9]=[C:8]([S:10][C:11]2[CH:16]=[CH:15][CH:14]=[CH:13][CH:12]=2)[CH:7]=[CH:6][C:5]=1[NH:17][C:18](=[O:26])[C@:19]([OH:25])([CH3:24])[C:20]([F:23])([F:22])[F:21].C(OCC)(=[O:29])C.[OH2:33]>C(O)(=O)C>[F:3][C:4]1[CH:9]=[C:8]([S:10]([C:11]2[CH:12]=[CH:13][CH:14]=[CH:15][CH:16]=2)(=[O:29])=[O:33])[CH:7]=[CH:6][C:5]=1[NH:17][C:18](=[O:26])[C@:19]([OH:25])([CH3:24])[C:20]([F:23])([F:21])[F:22]. Reported procedure: Hydrogen peroxide (0.2 ml of a 30 wt. % solution in water) was added to a solution of (R)-N-[2-fluoro-4-(phenylthio)phenyl]-2-hydroxy-2-methyl-3,3,3-trifluoropropanamide (Method 7) (0.212 g) in glacial acetic acid (0.5 ml) and the mixture was stirred and heated at 100° C. for 75 minutes then allowed to cool. Ethyl acetate (20 ml) was added and the solution was washed with water (20 ml), saturated sodium hydrogen carbonate solution (10 ml) and brine and then dried. Volatile material was removed b... Starting materials: COc1ccccc1-c1ccnc(Cl)n1, Nc1ccc(CS(N)(=O)=O)cc1, CN(C)C=O. The product is COc1ccccc1-c1ccnc(Nc2ccc(CS(N)(=O)=O)cc2)n1. Reaction SMILES: [Cl:1][c:2]1[n:3][cH:4][cH:5][c:6](-[c:8]2[c:9]([O:14][CH3:15])[cH:10][cH:11][cH:12][cH:13]2)[n:7]1.[NH2:16][c:17]1[cH:18][cH:19][c:20]([CH2:23][S:24](=[O:25])(=[O:26])[NH2:27])[cH:21][cH:22]1.[O:28]=[CH:29][N:30]([CH3:31])[CH3:32]>>[c:2]1([NH:16][c:17]2[cH:18][cH:19][c:20]([CH2:23][S:24](=[O:25])(=[O:26])[NH2:27])[cH:21][cH:22]2)[n:3][cH:4][cH:5][c:6](-[c:8]2[c:9]([O:14][CH3:15])[cH:10][cH:11][cH:12][cH:13]2)[n:7]1. The reactants are C1(=CC=C(C=C1)S(=O)(=O)Cl)C (p-toluenesulfonyl chloride), CC(CCCCCO)CC (6-methyloctanol). Solvent: C1(=CC=CC=C1)C (toluene), N1=CC=CC=C1 (pyridine). Conditions: time 8 hour. The product is C[C@H](CCCCCOS(=O)(=O)C1=CC=C(C=C1)C)CC ((S)-6-methyloctyl-p-toluenesulfonate). Yield: 87.5%. As a reaction SMILES: [C:1]1([CH3:11])[CH:6]=[CH:5][C:4]([S:7](Cl)(=[O:9])=[O:8])=[CH:3][CH:2]=1.[CH3:12][CH:13]([CH2:20][CH3:21])[CH2:14][CH2:15][CH2:16][CH2:17][CH2:18][OH:19]>C1(C)C=CC=CC=1.N1C=CC=CC=1>[CH3:12][C@@H:13]([CH2:20][CH3:21])[CH2:14][CH2:15][CH2:16][CH2:17][CH2:18][O:19][S:7]([C:4]1[CH:5]=[CH:6][C:1]([CH3:11])=[CH:2][CH:3]=1)(=[O:9])=[O:8]. Procedure details: A solution of p-toluenesulfonyl chloride (19.9 g, 0.1 mol) dissolved in toluene (30 ml) was dropwise added with stirring under ice cooling, to a solution of 6-methyloctanol (15.4 g, 0.1 mol) prepared according to the method of a literature (M.C.L.C. 27,417 (1974)) and dissolved in dry pyridine (43 ml), followed by slowly returning the temperature to room temperature, allowing the resulting material to stand overnight, extracting the reaction mixture with toluene after completion of the reaction,...